describe an organic reaction: reactants, conditions, products, and yield From a dataset of the Open Reaction Database (ORD), a public repository of structured organic reaction records. Reactants: C(C)(=O)Cl (Acetyl chloride), IC1=C(N)C=CC=C1 (2-iodoaniline), [OH-].[Na+] (sodium hydroxide), C1CCOC1.O (THF H2O). Solvent: O (water). Conditions: temperature 0 celsius, time 2 hour. Yields the product ICC(=O)NC1=CC=CC=C1 (2-iodoacetanilide). The yield is 68.0%. As a reaction SMILES: [C:1](Cl)(=O)[CH3:2].[I:5][C:6]1C=CC=C[C:7]=1[NH2:8].[OH-:13].[Na+].[CH2:15]1[CH2:19]O[CH2:17][CH2:16]1.O>O>[I:5][CH2:6][C:7]([NH:8][C:15]1[CH:16]=[CH:17][CH:2]=[CH:1][CH:19]=1)=[O:13] |f:2.3,4.5|. Procedure details: Acetyl chloride (6 mmol) was added dropwise to the mixture of 2-iodoaniline (5 mmol) and sodium hydroxide (13 mmol) in THF/H2O (1/1, 4 mL). Stirred the mixture at 0° C. for 2 h, and then at room temperature for overnight. The mixture was diluted with 10 mL water and extracted with diethyl ether 3 times. The combined organic layer was washed with water 3 times and brine. Dried over sodium sulfate, filtered, and removed solvent. The residue was then purified by column chromatography afforded white...